Task: describe an organic reaction: reactants, conditions, products, and yield. Dataset: the Open Reaction Database (ORD), a public repository of structured organic reaction records Starting materials: CCCc1nc2cc(NS(=O)(=O)c3ccc(F)cc3)ccc2n1CC(=O)OC(C)(C)C, CC#N, CCOC(C)=O, ClCc1ccccc1Cl, [K+], [K+], O=C([O-])[O-], O. The product is CCCc1nc2cc(N(Cc3ccccc3Cl)S(=O)(=O)c3ccc(F)cc3)ccc2n1CC(=O)OC(C)(C)C. As a reaction SMILES: [C:16]([CH3:17])([CH3:18])([CH3:19])[O:20][C:21]([CH2:22][n:23]1[c:24]([CH2:43][CH2:44][CH3:45])[n:25][c:26]2[c:27]1[cH:28][cH:29][c:30]([NH:32][S:33](=[O:34])(=[O:35])[c:36]1[cH:37][cH:38][c:39]([F:42])[cH:40][cH:41]1)[cH:31]2)=[O:46].[CH3:47][C:48]#[N:49].[CH3:50][CH2:51][O:52][C:53]([CH3:54])=[O:55].[Cl:1][c:2]1[c:3]([CH2:4][Cl:5])[cH:6][cH:7][cH:8][cH:9]1.[K+:10].[K+:11].[O-:12][C:13]([O-:14])=[O:15].[OH2:56]>>[Cl:1][c:2]1[c:3]([CH2:4][N:32]([c:30]2[cH:29][cH:28][c:27]3[n:23]([CH2:22][C:21]([O:20][C:16]([CH3:17])([CH3:18])[CH3:19])=[O:46])[c:24]([CH2:43][CH2:44][CH3:45])[n:25][c:26]3[cH:31]2)[S:33](=[O:34])(=[O:35])[c:36]2[cH:37][cH:38][c:39]([F:42])[cH:40][cH:41]2)[cH:6][cH:7][cH:8][cH:9]1. Reactants: Cl.C(C)C1=C(C(=CC=C1)CC)NC(=O)C1=NN(C2=C1CCC=1C=NC(=NC21)NC2CCNCC2)C (N-(2,6-diethylphenyl)-1-methyl-8-(piperidin-4-ylamino)-4,5-dihydro-1H-pyrazolo[4,3-h]quinazoline-3-carboxamide hydrochloride), CCN(C(C)C)C(C)C (DIPEA), CN1CCN(CC1)C(=O)Cl (4-methylpiperazine-1-carbonyl chloride). Run in ClCCl (dichloromethane), ClCCl.CO (dichloromethane methanol). Run at time 3 hour. Product: C(C)C1=C(C(=CC=C1)CC)NC(=O)C1=NN(C2=C1CCC=1C=NC(=NC21)NC2CCN(CC2)C(=O)N2CCN(CC2)C)C (N-(2,6-Diethylphenyl)-1-methyl-8-({1-[(4-methylpiperazin-1-yl)carbonyl]piperidin-4-yl}amino)-4,5-dihydro-1H-pyrazolo[4,3-h]quinazoline-3-carboxamide). Isolated yield 86.5%. As a reaction SMILES: Cl.[CH2:2]([C:4]1[CH:9]=[CH:8][CH:7]=[C:6]([CH2:10][CH3:11])[C:5]=1[NH:12][C:13]([C:15]1[C:19]2[CH2:20][CH2:21][C:22]3[CH:23]=[N:24][C:25]([NH:28][CH:29]4[CH2:34][CH2:33][NH:32][CH2:31][CH2:30]4)=[N:26][C:27]=3[C:18]=2[N:17]([CH3:35])[N:16]=1)=[O:14])[CH3:3].CCN(C(C)C)C(C)C.[CH3:45][N:46]1[CH2:51][CH2:50][N:49]([C:52](Cl)=[O:53])[CH2:48][CH2:47]1>ClCCl.ClCCl.CO>[CH2:10]([C:6]1[CH:7]=[CH:8][CH:9]=[C:4]([CH2:2][CH3:3])[C:5]=1[NH:12][C:13]([C:15]1[C:19]2[CH2:20][CH2:21][C:22]3[CH:23]=[N:24][C:25]([NH:28][CH:29]4[CH2:30][CH2:31][N:32]([C:52]([N:49]5[CH2:50][CH2:51][N:46]([CH3:45])[CH2:47][CH2:48]5)=[O:53])[CH2:33][CH2:34]4)=[N:26][C:27]=3[C:18]=2[N:17]([CH3:35])[N:16]=1)=[O:14])[CH3:11] |f:0.1,5.6|. Procedure details: To a solution of N-(2,6-diethylphenyl)-1-methyl-8-(piperidin-4-ylamino)-4,5-dihydro-1H-pyrazolo[4,3-h]quinazoline-3-carboxamide hydrochloride (40 mg, 0.075 mmol) in dichloromethane (1 mL) at 0° C., DIPEA (0.2 mL, 1.1 mmol), and 4-methylpiperazine-1-carbonyl chloride (17 mg, 0.09 mmol) were added. The mixture was then stirred at room temperature for 3 h. Solvent evaporated to dryness and the crude solid was purified by flash chromatography on silica gel (eluant: dichloromethane/methanol: 9/1) to ... Procedure: Phenyl N-(2-methoxyquinolin-3-yl)carbamate and 1-(2-methoxy-5-methylphenyl)piperazine were reacted by the same way with the example 81 to obtain the titled compound. The product is COC1=NC2=CC=CC=C2C=C1NC(=O)N1CCN(CC1)C1=C(C=CC(=C1)C)OC (1-[(2-Methoxyquinolin-3-yl)aminocarbonyl]-4-(2-methoxy-5-methylphenyl)piperazine). The reactants are COC1=NC2=CC=CC=C2C=C1NC(OC1=CC=CC=C1)=O (Phenyl N-(2-methoxyquinolin-3-yl)carbamate), COC1=C(C=C(C=C1)C)N1CCNCC1 (1-(2-methoxy-5-methylphenyl)piperazine). Isolated yield 76.0%. Reaction SMILES: [CH3:1][O:2][C:3]1[C:12]([NH:13][C:14](=[O:22])OC2C=CC=CC=2)=[CH:11][C:10]2[C:5](=[CH:6][CH:7]=[CH:8][CH:9]=2)[N:4]=1.[CH3:23][O:24][C:25]1[CH:30]=[CH:29][C:28]([CH3:31])=[CH:27][C:26]=1[N:32]1[CH2:37][CH2:36][NH:35][CH2:34][CH2:33]1>>[CH3:1][O:2][C:3]1[C:12]([NH:13][C:14]([N:35]2[CH2:34][CH2:33][N:32]([C:26]3[CH:27]=[C:28]([CH3:31])[CH:29]=[CH:30][C:25]=3[O:24][CH3:23])[CH2:37][CH2:36]2)=[O:22])=[CH:11][C:10]2[C:5](=[CH:6][CH:7]=[CH:8][CH:9]=2)[N:4]=1. Starting materials: C(C1=CC=CC=C1)N1C(C(C1C(=C)C(=O)O)C(C)O)=O (1-benzyl-4-(1-carboxyethenyl)-3-(1-hydroxyethyl)-2-azetidinone), CO (methanol). The reagents and catalysts are [Pd] (palladium charcoal). The product is C(C1=CC=CC=C1)N1C(C(C1C(C)C(=O)OC)C(C)O)=O (1-benzyl-4-(1-methoxycarbonylethyl)-3-(1-hydroxyethyl)-2-azetidinone). Isolated yield 78.0%. Reaction SMILES: [CH2:1]([N:8]1[CH:11]([C:12]([C:14]([OH:16])=[O:15])=[CH2:13])[CH:10]([CH:17]([OH:19])[CH3:18])[C:9]1=[O:20])[C:2]1[CH:7]=[CH:6][CH:5]=[CH:4][CH:3]=1.[CH3:21]O>[Pd]>[CH2:1]([N:8]1[CH:11]([CH:12]([C:14]([O:16][CH3:21])=[O:15])[CH3:13])[CH:10]([CH:17]([OH:19])[CH3:18])[C:9]1=[O:20])[C:2]1[CH:3]=[CH:4][CH:5]=[CH:6][CH:7]=1. Procedure details: To a solution of 38 mg (0.14 mmol) of 1-benzyl-4-(1-carboxyethenyl)-3-(1-hydroxyethyl)-2-azetidinone dissolved in 1 ml of methanol, 5 mg of 5% palladium charcoal was added and the mixture was stirred under hydrogen atmosphere for a night. The reaction solution was filtered with selite, the filtrate was added with an ethereal solution of diazomethane and the resultant was concentrated. The concentrate was purified with 2 g of silica-gel column (benzene:ethyl acetate 1:1) to give 30 mg of 1-benzyl... The reactants are CCCCCC, CN(C)CCN1CCC(N(C)C(=O)Nc2cc(Oc3ccc(N)cc3)ccn2)CC1, C1CCOC1, O=C=NC(=O)Cc1ccccc1. Product: CN(C)CCN1CCC(N(C)C(=O)Nc2cc(Oc3ccc(NC(=O)NC(=O)Cc4ccccc4)cc3)ccn2)CC1. Reaction SMILES: [CH3:48][CH2:49][CH2:50][CH2:51][CH2:52][CH3:53].[NH2:1][c:2]1[cH:3][cH:4][c:5]([O:6][c:7]2[cH:8][c:9]([NH:13][C:14]([N:15]([CH3:16])[CH:17]3[CH2:18][CH2:19][N:20]([CH2:23][CH2:24][N:25]([CH3:26])[CH3:27])[CH2:21][CH2:22]3)=[O:28])[n:10][cH:11][cH:12]2)[cH:29][cH:30]1.[O:43]1[CH2:44][CH2:45][CH2:46][CH2:47]1.[c:31]1([CH2:37][C:38](=[O:39])[N:40]=[C:41]=[O:42])[cH:32][cH:33][cH:34][cH:35][cH:36]1>>[NH:1]([c:2]1[cH:3][cH:4][c:5]([O:6][c:7]2[cH:8][c:9]([NH:13][C:14]([N:15]([CH3:16])[CH:17]3[CH2:18][CH2:19][N:20]([CH2:23][CH2:24][N:25]([CH3:26])[CH3:27])[CH2:21][CH2:22]3)=[O:28])[n:10][cH:11][cH:12]2)[cH:29][cH:30]1)[C:41]([NH:40][C:38]([CH2:37][c:31]1[cH:32][cH:33][cH:34][cH:35][cH:36]1)=[O:39])=[O:42]. Reactants: ClC1=C(C=CC=C1)C1=C(C=C(C=C1)C(=O)O)COC (2′-Chloro-2-(methoxymethyl)biphenyl-4-carboxylic acid), NC(C=1C=C(CN(C)CC(=O)OC(C)(C)C)C=CC1)=NO (tert-butyl [{3-[amino(hydroxyimino)methyl]benzyl}(methyl)amino]acetate). Yields the product ClC1=C(C=CC=C1)C1=C(C=C(C=C1)C1=NC(=NO1)C=1C=C(CN(CC(=O)OC(C)(C)C)C)C=CC1)COC (Tert-butyl N-(3-{5-[2′-chloro-2-(methoxymethyl)biphenyl-4-yl]-1,2,4-oxadiazol-3-yl}benzyl)-N-methylglycinate), Cl.ClC1=C(C=CC=C1)C1=C(C=C(C=C1)C1=NC(=NO1)C=1C=C(CN(CC(=O)O)C)C=CC1)COC (N-(3-{5-[2′-chloro-2-(methoxymethyl)biphenyl-4-yl]-1,2,4-oxadiazol-3-yl}benzyl)-N-methylglycine, hydrochloride salt). RXN SMILES: [Cl:1][C:2]1[CH:7]=[CH:6][CH:5]=[CH:4][C:3]=1[C:8]1[CH:13]=[CH:12][C:11]([C:14]([OH:16])=O)=[CH:10][C:9]=1[CH2:17][O:18][CH3:19].[NH2:20][C:21](=[N:39][OH:40])[C:22]1[CH:23]=[C:24]([CH:36]=[CH:37][CH:38]=1)[CH2:25][N:26]([CH2:28][C:29]([O:31][C:32]([CH3:35])([CH3:34])[CH3:33])=[O:30])[CH3:27]>>[Cl:1][C:2]1[CH:7]=[CH:6][CH:5]=[CH:4][C:3]=1[C:8]1[CH:13]=[CH:12][C:11]([C:14]2[O:16][N:39]=[C:21]([C:22]3[CH:23]=[C:24]([CH:36]=[CH:37][CH:38]=3)[CH2:25][N:26]([CH3:27])[CH2:28][C:29]([O:31][C:32]([CH3:33])([CH3:35])[CH3:34])=[O:30])[N:20]=2)=[CH:10][C:9]=1[CH2:17][O:18][CH3:19].[ClH:1].[Cl:1][C:2]1[CH:7]=[CH:6][CH:5]=[CH:4][C:3]=1[C:8]1[CH:13]=[CH:12][C:11]([C:14]2[O:40][N:39]=[C:21]([C:22]3[CH:23]=[C:24]([CH:36]=[CH:37][CH:38]=3)[CH2:25][N:26]([CH3:27])[CH2:28][C:29]([OH:31])=[O:30])[N:20]=2)=[CH:10][C:9]=1[CH2:17][O:18][CH3:19] |f:3.4|. Procedure: Tert-butyl N-(3-{5-[2′-chloro-2-(methoxymethyl)biphenyl-4-yl]-1,2,4-oxadiazol-3-yl}benzyl)-N-methylglycinate was prepared following the general procedure 4 starting from Intermediate 13 and Intermediate 21. It was hydrolyzed following the general procedure 8 affording the title compound as a white powder. 1H NMR (DMSO-d6, 300 MHz) δ 8.33 (s, 2H), 8.22 (m, 2H), 7.79-7.69 (m, 2H), 7.63 (m, 1H), 7.53-7.45 (m, 3H), 7.37 (m, 1H), 4.48 (s, 2H), 4.29 (d, J=13.1 Hz, 1H), 4.21 (d, J=13.1 Hz, 1H), 4.12 (s... Starting materials: CC=1C=C(C=CC1)N1CCNCC1 (1-(3-methylphenyl)piperazine), C=CC1=CC=CC=C1 (styrene), [Li]CCCC (n-BuLi). Yields the product C1(=CC=CC=C1)CCN1CCN(CC1)C=1C=C(C=CC1)C (4-(2-phenyl-1-ethyl)-1-(3-tolyl)piperazine). As a reaction SMILES: [CH3:1][C:2]1[CH:3]=[C:4]([N:8]2[CH2:13][CH2:12][NH:11][CH2:10][CH2:9]2)[CH:5]=[CH:6][CH:7]=1.[CH2:14]=[CH:15][C:16]1[CH:21]=[CH:20][CH:19]=[CH:18][CH:17]=1.[Li]CCCC>>[C:16]1([CH2:15][CH2:14][N:11]2[CH2:12][CH2:13][N:8]([C:4]3[CH:3]=[C:2]([CH3:1])[CH:7]=[CH:6][CH:5]=3)[CH2:9][CH2:10]2)[CH:21]=[CH:20][CH:19]=[CH:18][CH:17]=1. Reported procedure: According to GP, 2.22 mmol (=0.39 g) of 1-(3-methylphenyl)piperazine and 2.22 mmol (=0.23 g=0.25 ml) of styrene are reacted with 5 mol % (=0.111 mmol=70 μl) of n-BuLi solution. Column-chromatographic separation with ethyl acetate gives the product 4-(2-phenyl-1-ethyl)-1-(3-tolyl)piperazine as a light-brown solid. Starting materials: O=S(=O)(O)Cl, NS(=O)(=O)O, O, O=C(O)c1ccccc1, O=S(=O)(O)O, O=S(Cl)Cl. Product: O=C(O)c1cccc(S(=O)(=O)Cl)c1. RXN SMILES: [Cl:10][S:11](=[O:12])(=[O:13])[OH:14].[NH2:20][S:21](=[O:22])(=[O:23])[OH:24].[OH2:29].[OH:1][C:2](=[O:3])[c:4]1[cH:5][cH:6][cH:7][cH:8][cH:9]1.[S:15](=[O:16])(=[O:17])([OH:18])[OH:19].[S:25]([Cl:26])([Cl:27])=[O:28]>>[OH:1][C:2](=[O:3])[c:4]1[cH:5][c:6]([S:11]([Cl:10])(=[O:12])=[O:13])[cH:7][cH:8][cH:9]1. The reactants are [H-].[Na+] (NaH), ice water, Cl (hydrochloric acid), FC=1C(=C(C(=O)O)C=CC1C(F)(F)F)C (3-fluoro-2-methyl-4-trifluoromethylbenzoic acid), C(C)S (ethanethiol), pure product. The solvent is CN(C=O)C (N,N-dimethylformamide). Run at time 2 hour. Yields the product C(C)SC=1C(=C(C(=O)O)C=CC1C(F)(F)F)C (3-ethylthio-2-methyl-4-trifluoromethylbenzoic acid). As a reaction SMILES: F[C:2]1[C:3]([CH3:15])=[C:4]([CH:8]=[CH:9][C:10]=1[C:11]([F:14])([F:13])[F:12])[C:5]([OH:7])=[O:6].[H-].[Na+].[CH2:18]([SH:20])[CH3:19].Cl>CN(C)C=O>[CH2:18]([S:20][C:2]1[C:3]([CH3:15])=[C:4]([CH:8]=[CH:9][C:10]=1[C:11]([F:14])([F:13])[F:12])[C:5]([OH:7])=[O:6])[CH3:19] |f:1.2|. Procedure details: 3.00 g (13.5 mmol) of 3-fluoro-2-methyl-4-trifluoromethylbenzoic acid were initially charged in 50 ml of N,N-dimethylformamide. 1.68 g (purity 60% by weight, 41.9 mmol) of NaH were added a little at a time. Towards the end of the evolution of gas, 1.77 g (purity 95% by weight, 27.0 mmol) of ethanethiol were added dropwise. The mixture was stirred at RT for 2 h and then heated at 80° C. for 10 h. The reaction mixture was cooled and, for workup, poured into ice-water and then acidified with concen...